Dataset: the Open Reaction Database (ORD), a public repository of structured organic reaction records. Task: describe an organic reaction: reactants, conditions, products, and yield Starting materials: CO, COC(=O)CCC(NC(C)C)C(=O)OC. The product is COC(=O)C1CCC(=O)N1C(C)C. Reaction SMILES: [CH3:16][OH:17].[CH3:1][CH:2]([CH3:3])[NH:4][CH:5]([CH2:6][CH2:7][C:8](=[O:9])[O:10][CH3:11])[C:12](=[O:13])[O:14][CH3:15]>>[CH3:1][CH:2]([CH3:3])[N:4]1[CH:5]([C:12](=[O:13])[O:14][CH3:15])[CH2:6][CH2:7][C:8]1=[O:9]. The reactants are CC(C)(C)OC(=O)COc1cc(CNCCC(=O)O)cc(OCC(=O)OC(C)(C)C)c1, COc1ccc(COC(=O)CCCCCCCCCCCCCCC(=O)O)cc1, CCOC(C)=O, CCN(C(C)C)C(C)C, On1nnc2cccnc21. Yields the product COc1ccc(COC(=O)CCCCCCCCCCCCCCC(=O)N(CCC(=O)O)Cc2cc(OCC(=O)OC(C)(C)C)cc(OCC(=O)OC(C)(C)C)c2)cc1. As a reaction SMILES: [C:49]([CH3:50])([CH3:51])([CH3:52])[O:53][C:54](=[O:55])[CH2:56][O:57][c:58]1[cH:59][c:60]([CH2:61][NH:62][CH2:63][CH2:64][C:65](=[O:66])[OH:67])[cH:68][c:69]([O:71][CH2:72][C:73](=[O:74])[O:75][C:76]([CH3:77])([CH3:78])[CH3:79])[cH:70]1.[CH3:1][O:2][c:3]1[cH:4][cH:5][c:6]([CH2:7][O:8][C:9]([CH2:10][CH2:11][CH2:12][CH2:13][CH2:14][CH2:15][CH2:16][CH2:17][CH2:18][CH2:19][CH2:20][CH2:21][CH2:22][CH2:23][C:24](=[O:25])[OH:26])=[O:27])[cH:28][cH:29]1.[CH3:80][CH2:81][O:82][C:83](=[O:84])[CH3:85].[CH:40]([N:41]([CH:42]([CH3:43])[CH3:44])[CH2:45][CH3:46])([CH3:47])[CH3:48].[OH:30][n:31]1[c:32]2[n:33][cH:34][cH:35][cH:36][c:37]2[n:38][n:39]1>>[CH3:1][O:2][c:3]1[cH:4][cH:5][c:6]([CH2:7][O:8][C:9]([CH2:10][CH2:11][CH2:12][CH2:13][CH2:14][CH2:15][CH2:16][CH2:17][CH2:18][CH2:19][CH2:20][CH2:21][CH2:22][CH2:23][C:24](=[O:26])[N:62]([CH2:61][c:60]2[cH:59][c:58]([O:57][CH2:56][C:54]([O:53][C:49]([CH3:50])([CH3:51])[CH3:52])=[O:55])[cH:70][c:69]([O:71][CH2:72][C:73](=[O:74])[O:75][C:76]([CH3:77])([CH3:78])[CH3:79])[cH:68]2)[CH2:63][CH2:64][C:65](=[O:66])[OH:67])=[O:27])[cH:28][cH:29]1.